From a dataset of the Open Reaction Database (ORD), a public repository of structured organic reaction records. describe an organic reaction: reactants, conditions, products, and yield Reactants: [H-].[Na+] (sodium hydride), C(C)(C)O (isopropanol), ClC1=NC=CC=C1C=1OCC(N1)(C)C (2-chloro 3-(4,4-dimethyl 2-oxazolinyl)pyridine). Run in O1CCCC1 (tetrahydrofuran), O1CCCC1 (tetrahydrofuran). Reaction conditions: time 1.25 hour. Yields the product CC1(N=C(OC1)C=1C(=NC=CC1)OC(C)C)C (3-(4,4-dimethyl 2-oxazolinyl)2-isopropoxy pyridine). The yield is 95.0%. As a reaction SMILES: [H-].[Na+].[CH:3]([OH:6])([CH3:5])[CH3:4].Cl[C:8]1[C:13]([C:14]2[O:15][CH2:16][C:17]([CH3:20])([CH3:19])[N:18]=2)=[CH:12][CH:11]=[CH:10][N:9]=1>O1CCCC1>[CH3:19][C:17]1([CH3:20])[CH2:16][O:15][C:14]([C:13]2[C:8]([O:6][CH:3]([CH3:5])[CH3:4])=[N:9][CH:10]=[CH:11][CH:12]=2)=[N:18]1 |f:0.1|. Procedure: 12 g of sodium hydride (50% in oil=0.25 mole) are added during 10 minutes to 150 ml of dry tetrahydrofuran and 40 ml of isopropanol to give a suspension, the temperature of which rises to 50° C. A solution of 10.52 g (0.05 mole) of 2-chloro 3-(4,4-dimethyl 2-oxazolinyl)pyridine in 30 ml of dry tetrahydrofuran is then added during 20 minutes and the mixture is left to stand for 1.25 hours at ambient temperature. Excess isopropanol and the tetrahydrofuran are then removed under a partial vacuum an... Starting materials: OC1=CC=C2C=3C=CC(=CC3NC2=C1)NC=O (N-(7-hydroxy-9H-carbazol-2-yl)formamide), CC1=CC=C(C=C1)S(=O)(=O)OCCOS(=O)(=O)C1=CC=C(C=C1)C (ethane-1,2-diyl bis(4-methylbenzenesulfonate)). Product: CC1=CC=C(C=C1)S(=O)(=O)OCCOC1=CC=2NC3=CC(=CC=C3C2C=C1)NC=O (2-(7-formamido-9H-carbazol-2-yloxy)ethyl 4-methylbenzenesulfonate). Reaction SMILES: [OH:1][C:2]1[CH:14]=[C:13]2[C:5]([C:6]3[CH:7]=[CH:8][C:9]([NH:15][CH:16]=[O:17])=[CH:10][C:11]=3[NH:12]2)=[CH:4][CH:3]=1.[CH3:18][C:19]1[CH:24]=[CH:23][C:22]([S:25]([O:28][CH2:29][CH2:30]OS(C2C=CC(C)=CC=2)(=O)=O)(=[O:27])=[O:26])=[CH:21][CH:20]=1>>[CH3:18][C:19]1[CH:24]=[CH:23][C:22]([S:25]([O:28][CH2:29][CH2:30][O:1][C:2]2[CH:3]=[CH:4][C:5]3[C:6]4[C:11](=[CH:10][C:9]([NH:15][CH:16]=[O:17])=[CH:8][CH:7]=4)[NH:12][C:13]=3[CH:14]=2)(=[O:27])=[O:26])=[CH:21][CH:20]=1. Procedure: Compound 2-(7-formamido-9H-carbazol-2-yloxy)ethyl 4-methylbenzenesulfonate (AD-CB-012P-WZ02039) was prepared using the same procedure for the preparation of AD-CB-012S-WZ01185) from N-(7-hydroxy-9H-carbazol-2-yl)formamide (100 mg) and ethane-1,2-diyl bis(4-methylbenzenesulfonate) (325 mg). (white solid, 22 mg, 12%). For the major rotomer: 1H NMR (400 MHz, acetone-d6) δ 10.19 (s, 1H), 9.31 (s, 1H), 8.38 (d, J=1.6 Hz, 1H), 8.11 (d, J=2.0 Hz, 1H), 7.90-7.81 (m, 4H), 7.45 (d, J=8.4 Hz, 2H), 7.19 (dd... The reactants are C1CCOC1, COCC1=C(C(=O)OC)C(c2ccc(F)c(F)c2)NC(=O)N1, C[Si](C)(C)[N-][Si](C)(C)C, O=C(Cl)Oc1ccc([N+](=O)[O-])cc1, [Li+]. The product is COCC1=C(C(=O)OC)C(c2ccc(F)c(F)c2)N(C(=O)Oc2ccc([N+](=O)[O-])cc2)C(=O)N1. RXN SMILES: [CH2:46]1[O:47][CH2:48][CH2:49][CH2:50]1.[CH3:1][O:2][C:3](=[O:4])[C:5]1=[C:6]([CH2:20][O:21][CH3:22])[NH:7][C:8](=[O:19])[NH:9][CH:10]1[c:11]1[cH:12][c:13]([F:18])[c:14]([F:17])[cH:15][cH:16]1.[CH3:23][Si:24]([CH3:25])([CH3:26])[N-:27][Si:28]([CH3:29])([CH3:30])[CH3:31].[Cl:33][C:34](=[O:35])[O:36][c:37]1[cH:38][cH:39][c:40]([N+:43](=[O:44])[O-:45])[cH:41][cH:42]1.[Li+:32]>>[CH3:1][O:2][C:3](=[O:4])[C:5]1=[C:6]([CH2:20][O:21][CH3:22])[NH:7][C:8](=[O:19])[N:9]([C:34](=[O:35])[O:36][c:37]2[cH:38][cH:39][c:40]([N+:43](=[O:44])[O-:45])[cH:41][cH:42]2)[CH:10]1[c:11]1[cH:12][c:13]([F:18])[c:14]([F:17])[cH:15][cH:16]1. The reactants are FC1=C(NC2=CC=CC=C2)C=CC=C1 (2-fluoro-N-phenylaniline), C([O-])([O-])=O.[K+].[K+] (potassium carbonate), C(C(C)(C)C)(=O)O (pivalic acid). Reagents/catalysts: C(C)(=O)[O-].C(C)(=O)[O-].[Pd+2] (palladium diacetate), C(C)(=O)[O-].C(C)(=O)[O-].[Pd+2] (palladium diacetate). Solvent: C(Cl)Cl (methylene chloride). Reaction conditions: temperature 120 celsius. Product: FC1=CC=CC=2C3=CC=CC=C3NC12 (1-Fluoro-9H-carbazole). The yield is 46.5%. Reaction SMILES: [F:1][C:2]1[CH:14]=[CH:13][CH:12]=[CH:11][C:3]=1[NH:4][C:5]1[CH:10]=[CH:9][CH:8]=[CH:7][CH:6]=1.C(=O)([O-])[O-].[K+].[K+].C(O)(=O)C(C)(C)C>C(Cl)Cl.C([O-])(=O)C.C([O-])(=O)C.[Pd+2]>[F:1][C:2]1[C:3]2[NH:4][C:5]3[C:10](=[CH:9][CH:8]=[CH:7][CH:6]=3)[C:11]=2[CH:12]=[CH:13][CH:14]=1 |f:1.2.3,6.7.8|. Procedure details: A reaction vessel was charged with 2-fluoro-N-phenylaniline (0.4 g, 2.1 mmol), palladium diacetate (0.025 g, 0.1 mmol), potassium carbonate (0.030 g, 0.21 mmol), and pivalic acid (1.8 g), placed under an oxygen balloon, and heated at 120° C. Additional portions of palladium diacetate (0.025 g, 0.1 mmol) were added at 48 hours and 72 hours, and the mixture was heated for 4 days. The cooled reaction mixture was diluted with methylene chloride, washed with saturated aqueous sodium carbonate, dried ...